This data is from the Open Reaction Database (ORD), a public repository of structured organic reaction records. The task is: describe an organic reaction: reactants, conditions, products, and yield RXN SMILES: [Br:1][c:2]1[cH:3][n:4][c:5]2[cH:6][cH:7][cH:8][cH:9][c:10]2[cH:11]1.[CH3:17][N:18]1[CH2:19][CH2:20][C:21](=[O:24])[CH2:22][CH2:23]1.[CH3:25][CH2:26][CH2:27][CH2:28][CH2:29][CH3:30].[Li:12][CH2:13][CH2:14][CH2:15][CH3:16]>>[c:2]1([C:21]2([OH:24])[CH2:20][CH2:19][N:18]([CH3:17])[CH2:23][CH2:22]2)[cH:3][n:4][c:5]2[cH:6][cH:7][cH:8][cH:9][c:10]2[cH:11]1. The reactants are Brc1cnc2ccccc2c1, CN1CCC(=O)CC1, CCCCCC, [Li]CCCC. Yields the product CN1CCC(O)(c2cnc3ccccc3c2)CC1. Starting materials: BrC1=C(C=C(C(=C1)F)Cl)CBr (1-bromo-2-bromomethyl-4-chloro-5-fluoro-benzene), [C-]#N.[Na+] (sodium cyanide). Solvent: CN(C=O)C (N,N-dimethylformamide). Product: BrC1=C(C=C(C(=C1)F)Cl)CC#N ((2-Bromo-5-chloro-4-fluoro-phenyl)-acetonitrile). RXN SMILES: [Br:1][C:2]1[CH:7]=[C:6]([F:8])[C:5]([Cl:9])=[CH:4][C:3]=1[CH2:10]Br.[C-:12]#[N:13].[Na+]>CN(C)C=O>[Br:1][C:2]1[CH:7]=[C:6]([F:8])[C:5]([Cl:9])=[CH:4][C:3]=1[CH2:10][C:12]#[N:13] |f:1.2|. Reported procedure: A mixture of 1 mmol of 1-bromo-2-bromomethyl-4-chloro-5-fluoro-benzene and 4 mmol of sodium cyanide in 3 ml of dry N,N-dimethylformamide is stirred at room temperature till complete conversion is observed. The reaction mixture is quenched by the addition of water and the mixture is extracted with tert-butyl-methyl ether. The combined organic phases are washed with brine, dried over sodium sulfate, filtered and concentrated under reduced pressure. The resulting residue is purified by flash chroma... Reactants: O=C1CCc2ccc(Br)cc21, [BH3-]C#N, NC1CCc2ccccc21, [Na+]. Product: NC1CCc2ccc(Br)cc21. Reaction SMILES: [Br:11][c:12]1[cH:13][c:14]2[c:15]([cH:20][cH:21]1)[CH2:16][CH2:17][C:18]2=[O:19].[C:22]([BH3-:23])#[N:24].[CH:1]1([NH2:10])[CH2:2][CH2:3][c:4]2[cH:5][cH:6][cH:7][cH:8][c:9]21.[Na+:25]>>[CH:1]1([NH2:10])[CH2:2][CH2:3][c:4]2[cH:5][cH:6][c:7]([Br:11])[cH:8][c:9]21.